From a dataset of the Open Reaction Database (ORD), a public repository of structured organic reaction records. describe an organic reaction: reactants, conditions, products, and yield The reactants are O=Cc1cc(Br)ccc1F, COP(=O)(OC)C(NC(=O)OC(C)(C)C)C(=O)OCc1ccccc1, C1CCOC1, CN(C)C(=N)N(C)C. Yields the product CC(C)(C)OC(=O)NC(=Cc1cc(Br)ccc1F)C(=O)OCc1ccccc1. Reaction SMILES: [Br:1][c:2]1[cH:3][cH:4][c:5]([F:10])[c:6]([CH:7]=[O:8])[cH:9]1.[C:11]([CH3:12])([CH3:13])([CH3:14])[O:15][C:16](=[O:17])[NH:18][CH:19]([C:20](=[O:21])[O:22][CH2:23][c:24]1[cH:25][cH:26][cH:27][cH:28][cH:29]1)[P:30]([O:31][CH3:32])([O:33][CH3:34])=[O:35].[CH2:44]1[O:45][CH2:46][CH2:47][CH2:48]1.[CH3:36][N:37]([CH3:38])[C:39]([N:40]([CH3:41])[CH3:42])=[NH:43]>>[Br:1][c:2]1[cH:3][cH:4][c:5]([F:10])[c:6]([CH:7]=[C:19]([NH:18][C:16]([O:15][C:11]([CH3:12])([CH3:13])[CH3:14])=[O:17])[C:20](=[O:21])[O:22][CH2:23][c:24]2[cH:25][cH:26][cH:27][cH:28][cH:29]2)[cH:9]1. The reactants are O, O=C(O)C(F)(F)F, N#Cc1cccc(O)c1O. Product: N#Cc1cc(C=O)cc(O)c1O. Reaction SMILES: [OH2:11].[OH:12][C:13]([C:14]([F:15])([F:16])[F:17])=[O:18].[OH:1][c:2]1[c:3]([C:4]#[N:5])[cH:6][cH:7][cH:8][c:9]1[OH:10]>>[OH:1][c:2]1[c:3]([C:4]#[N:5])[cH:6][c:7]([CH:13]=[O:12])[cH:8][c:9]1[OH:10].